From a dataset of the Open Reaction Database (ORD), a public repository of structured organic reaction records. describe an organic reaction: reactants, conditions, products, and yield Starting materials: C(C)(C)C1=CC=C(C=C1)I (4-Isopropyliodobenzene), C(C)(=O)NC1=CC=C(C=C1)C(C)C (N-acetyl-4-isopropylaniline), C([O-])([O-])=O.[K+].[K+] (potassium carbonate), C1COCCOCCOCCOCCOCCO1 (18-crown-6). Reagents/catalysts: [Cu] (copper). The solvent is C1CCOC1 (THF), ClC1=C(C=CC=C1)Cl (1,2-dichlorobenzene), ClCCl (dichloromethane). Conditions: time 48 hour. Yields the product C(C)(=O)N(C1=CC=C(C=C1)C(C)C)C1=CC=C(C=C1)C(C)C (N-Acetyl-N,N-di(4-isopropylphenyl)amine). RXN SMILES: [CH:1]([C:4]1[CH:9]=[CH:8][C:7](I)=[CH:6][CH:5]=1)([CH3:3])[CH3:2].[C:11]([NH:14][C:15]1[CH:20]=[CH:19][C:18]([CH:21]([CH3:23])[CH3:22])=[CH:17][CH:16]=1)(=[O:13])[CH3:12].C(=O)([O-])[O-].[K+].[K+].C1OCCOCCOCCOCCOCCOC1>ClC1C=CC=CC=1Cl.ClCCl.[Cu].C1COCC1>[C:11]([N:14]([C:15]1[CH:20]=[CH:19][C:18]([CH:21]([CH3:23])[CH3:22])=[CH:17][CH:16]=1)[C:7]1[CH:8]=[CH:9][C:4]([CH:1]([CH3:3])[CH3:2])=[CH:5][CH:6]=1)(=[O:13])[CH3:12] |f:2.3.4|. Reported procedure: 4-Isopropyliodobenzene (29.2 g, 118 mmol), N-acetyl-4-isopropylaniline (21.0 g, 118 mmol), copper powder (15.0 g, 237 mmol), potassium carbonate (65.4 g, 474 mmol) and 18-crown-6 (2.9 g, 12 mmol) are heated to reflux in 200 ml of 1,2-dichlorobenzene. The reaction is monitored by thin-layer chromatography (eluent: 10% THF in dichloromethane). After 48 h, the still-hot reaction mixture is filtered, the filter residue is washed thoroughly and the solvent is removed on a rotary evaporator. The crude... Reactants: ClC=1C=C(C(C(=O)O)=CC1S(=O)(=O)C)N (4-chloro-5-methylsulfonylanthranilic acid), C1(CC1)CBr (cyclopropylmethyl bromide), C(C1=CC=CC=C1)Br (benzyl bromide), NC=1C=C(C(=O)O)C=C(C1Cl)S(=O)C (3-amino-4-chloro-5-methylsulfinylbenzoic acid). Yields the product C1(CC1)CNC=1C=C(C(=O)O)C=C(C1Cl)S(=O)C (3-Cyclopropylmethylamino-4-chloro-5-methylsulfinylbenzoic acid). As a reaction SMILES: [Cl:1][C:2]1[CH:3]=[C:4](N)[C:5](=[CH:9][C:10]=1[S:11]([CH3:14])(=[O:13])=O)[C:6]([OH:8])=[O:7].C(Br)C1C=CC=CC=1.[NH2:24][C:25]1[CH:26]=[C:27]([CH:31]=C(S(C)=O)C=1Cl)C(O)=O.C1(CBr)CC1>>[CH:26]1([CH2:25][NH:24][C:3]2[CH:4]=[C:5]([CH:9]=[C:10]([S:11]([CH3:14])=[O:13])[C:2]=2[Cl:1])[C:6]([OH:8])=[O:7])[CH2:27][CH2:31]1. Procedure: This product is prepared by replacing the 4-chloro-5-methylsulfonylanthranilic acid and the benzyl bromide employed in Example 4 by equivalent quantities of 3-amino-4-chloro-5-methylsulfinylbenzoic acid and cyclopropylmethyl bromide, respectively and following substantially the same procedure described in Example 4. The reactants are C(CCC)[Li] (butyllithium), FC(C(=O)O)(F)F (trifluoroacetic acid), C1(=CC=C(C=C1)CS(=O)(=O)NCC1=C(C=C(C=C1)OC)OC)C1=CC=CC=C1 (C-biphenyl-4-yl-N-(2,4-dimethoxybenzyl)methanesulfonamide), O1CC(C1)=O (3-oxetanone). Run in CCCCCC (hexane), C1CCOC1 (THF). Conditions: time 5 minute. Product: C1(=CC=C(C=C1)C(S(=O)(=O)N)C1(COC1)O)C1=CC=CC=C1 (Biphenyl-4-yl-(3-hydroxyoxetan-3-yl)methanesulfonamide). Reaction SMILES: [C:1]1([C:23]2[CH:28]=[CH:27][CH:26]=[CH:25][CH:24]=2)[CH:6]=[CH:5][C:4]([CH2:7][S:8]([NH:11]CC2C=CC(OC)=CC=2OC)(=[O:10])=[O:9])=[CH:3][CH:2]=1.C([Li])CCC.[O:34]1[CH2:37][C:36](=[O:38])[CH2:35]1.FC(F)(F)C(O)=O>C1COCC1.CCCCCC>[C:1]1([C:23]2[CH:24]=[CH:25][CH:26]=[CH:27][CH:28]=2)[CH:2]=[CH:3][C:4]([CH:7]([C:36]2([OH:38])[CH2:37][O:34][CH2:35]2)[S:8]([NH2:11])(=[O:9])=[O:10])=[CH:5][CH:6]=1. Procedure: Under inert gas, 0.500 g of C-biphenyl-4-yl-N-(2,4-dimethoxybenzyl)methanesulfonamide was initially charged in 5 ml of THF and then, at −78° C., 1.8 ml of a 1.6 N butyllithium solution in hexane were added dropwise. The reaction mixture was stirred for 5 minutes and then admixed dropwise with 0.24 ml of 3-oxetanone. The mixture was stirred at constant temperature for 5 minutes, 0.28 ml of trifluoroacetic acid were added and the mixture was allowed to come to room temperature. The solvent was rem... Starting materials: ClC1=CC(=C(CCl)C=C1)[N+](=O)[O-] (4-chloro-2-nitrobenzyl chloride), C(C)C(C(=O)NC(C(=O)[O-])C(=O)[O-])CC (diethylacetamidomalonate). Product: NC(C(=O)O)CC1=C(C=C(C=C1)Cl)[N+](=O)[O-] (2-Amino-3-(4-chloro-2-nitrophenyl)propanoic acid). As a reaction SMILES: [Cl:1][C:2]1[CH:9]=[CH:8][C:5]([CH2:6]Cl)=[C:4]([N+:10]([O-:12])=[O:11])[CH:3]=1.C(C(CC)C([NH:18][CH:19](C([O-])=O)[C:20]([O-:22])=[O:21])=O)C>>[NH2:18][CH:19]([CH2:6][C:5]1[CH:8]=[CH:9][C:2]([Cl:1])=[CH:3][C:4]=1[N+:10]([O-:12])=[O:11])[C:20]([OH:22])=[O:21]. Reported procedure: The title compound was prepared from 4-chloro-2-nitrobenzyl chloride and diethylacetamidomalonate according to the procedures described by Davis, A. L.; et al, in Arch. Biochem, Biophys., 102, 48 (1963). The reactants are CCN(CC)c1ccc(N=Nc2ccc([N+](=O)[O-])cc2)cc1, CO, O. Yields the product CCN(CC)c1ccc(N=Nc2ccc(N)cc2)cc1. As a reaction SMILES: [CH2:1]([CH3:2])[N:3]([c:4]1[cH:5][cH:6][c:7]([N:10]=[N:11][c:12]2[cH:13][cH:14][c:15]([N+:18]([O-:19])=[O:20])[cH:16][cH:17]2)[cH:8][cH:9]1)[CH2:21][CH3:22].[CH3:23][OH:24].[OH2:25]>>[CH2:1]([CH3:2])[N:3]([c:4]1[cH:5][cH:6][c:7]([N:10]=[N:11][c:12]2[cH:13][cH:14][c:15]([NH2:18])[cH:16][cH:17]2)[cH:8][cH:9]1)[CH2:21][CH3:22].